Dataset: the Open Reaction Database (ORD), a public repository of structured organic reaction records. Task: describe an organic reaction: reactants, conditions, products, and yield Yields the product COC(=O)c1sc(-c2cccc(N)c2)c(Br)c1OCC(=O)OC(C)(C)C. As a reaction SMILES: [BH:22]([OH:23])[OH:24].[CH2:111]1[O:112][CH2:113][CH2:114][CH2:115]1.[CH3:1][O:2][C:3](=[O:4])[c:5]1[s:6][c:7]([Br:20])[c:8]([Br:19])[c:9]1[O:10][CH2:11][C:12](=[O:13])[O:14][C:15]([CH3:16])([CH3:17])[CH3:18].[F-:32].[K+:33].[NH2:25][c:26]1[cH:27][cH:28][cH:29][cH:30][cH:31]1.[OH2:21].[Pd:34].[c:35]1([P:36]([c:37]2[cH:38][cH:39][cH:40][cH:41][cH:42]2)[c:43]2[cH:44][cH:45][cH:46][cH:47][cH:48]2)[cH:49][cH:50][cH:51][cH:52][cH:53]1.[c:54]1([P:55]([c:56]2[cH:57][cH:58][cH:59][cH:60][cH:61]2)[c:62]2[cH:63][cH:64][cH:65][cH:66][cH:67]2)[cH:68][cH:69][cH:70][cH:71][cH:72]1.[c:73]1([P:74]([c:75]2[cH:76][cH:77][cH:78][cH:79][cH:80]2)[c:81]2[cH:82][cH:83][cH:84][cH:85][cH:86]2)[cH:87][cH:88][cH:89][cH:90][cH:91]1.[c:92]1([P:93]([c:94]2[cH:95][cH:96][cH:97][cH:98][cH:99]2)[c:100]2[cH:101][cH:102][cH:103][cH:104][cH:105]2)[cH:106][cH:107][cH:108][cH:109][cH:110]1>>[CH3:1][O:2][C:3](=[O:4])[c:5]1[s:6][c:7](-[c:30]2[cH:29][cH:28][cH:27][c:26]([NH2:25])[cH:31]2)[c:8]([Br:19])[c:9]1[O:10][CH2:11][C:12](=[O:13])[O:14][C:15]([CH3:16])([CH3:17])[CH3:18]. The reactants are OBO, C1CCOC1, COC(=O)c1sc(Br)c(Br)c1OCC(=O)OC(C)(C)C, [F-], [K+], Nc1ccccc1, O, [Pd], c1ccc(P(c2ccccc2)c2ccccc2)cc1, c1ccc(P(c2ccccc2)c2ccccc2)cc1, c1ccc(P(c2ccccc2)c2ccccc2)cc1, c1ccc(P(c2ccccc2)c2ccccc2)cc1.